From a dataset of the Open Reaction Database (ORD), a public repository of structured organic reaction records. describe an organic reaction: reactants, conditions, products, and yield Reactants: CO, Cc1nn(C)c(Cl)c1S(=O)(=O)N(C)c1ccc(Cc2nc3c([nH]2)c(=O)n(Cc2ccccc2F)c(=O)n3CC2CC2)cc1. The product is Cc1nn(C)cc1S(=O)(=O)N(C)c1ccc(Cc2nc3c([nH]2)c(=O)n(Cc2ccccc2F)c(=O)n3CC2CC2)cc1. As a reaction SMILES: [CH3:44][OH:45].[CH:1]1([CH2:4][n:5]2[c:6](=[O:43])[n:7]([CH2:35][c:36]3[c:37]([F:42])[cH:38][cH:39][cH:40][cH:41]3)[c:8](=[O:34])[c:9]3[nH:10][c:11]([CH2:14][c:15]4[cH:16][cH:17][c:18]([N:21]([S:22](=[O:23])(=[O:24])[c:25]5[c:26]([CH3:32])[n:27][n:28]([CH3:31])[c:29]5[Cl:30])[CH3:33])[cH:19][cH:20]4)[n:12][c:13]23)[CH2:2][CH2:3]1>>[CH:1]1([CH2:4][n:5]2[c:6](=[O:43])[n:7]([CH2:35][c:36]3[c:37]([F:42])[cH:38][cH:39][cH:40][cH:41]3)[c:8](=[O:34])[c:9]3[nH:10][c:11]([CH2:14][c:15]4[cH:16][cH:17][c:18]([N:21]([S:22](=[O:23])(=[O:24])[c:25]5[c:26]([CH3:32])[n:27][n:28]([CH3:31])[cH:29]5)[CH3:33])[cH:19][cH:20]4)[n:12][c:13]23)[CH2:2][CH2:3]1. Reactants: C(=O)NC=1C=C(C(CN(C(CC2=CC=C(C=C2)C)C)CC2=CC=CC=C2)O)C=CC1OCC1=CC=CC=C1 (3-formylamino-4-benzyloxy-α-[N-benzyl-N-(1-methyl-2-p-tolylethyl)aminomethyl]benzyl alcohol), solution. The reagents and catalysts are [C].[Pd] (palladium carbon). The solvent is C(C)O (ethanol). Yields the product C(=O)NC=1C=C(C(CNC(CC2=CC=C(C=C2)C)C)O)C=CC1O (3-formylamino-4-hydroxy-α-[N-(1-methyl-2-p-tolylethyl)aminomethyl]benzyl alcohol). As a reaction SMILES: [CH:1]([NH:3][C:4]1[CH:5]=[C:6]([CH:28]=[CH:29][C:30]=1[O:31]CC1C=CC=CC=1)[CH:7]([OH:27])[CH2:8][N:9](CC1C=CC=CC=1)[CH:10]([CH3:19])[CH2:11][C:12]1[CH:17]=[CH:16][C:15]([CH3:18])=[CH:14][CH:13]=1)=[O:2]>[C].[Pd].C(O)C>[CH:1]([NH:3][C:4]1[CH:5]=[C:6]([CH:28]=[CH:29][C:30]=1[OH:31])[CH:7]([OH:27])[CH2:8][NH:9][CH:10]([CH3:19])[CH2:11][C:12]1[CH:17]=[CH:16][C:15]([CH3:18])=[CH:14][CH:13]=1)=[O:2] |f:1.2|. Procedure details: In 50 ml. of ethanol there was dissolved 1.62 g. of 3-formylamino-4-benzyloxy-α-[N-benzyl-N-(1-methyl-2-p-tolylethyl)aminomethyl]benzyl alcohol prepared by the procedure in Reference Example 10 and after adding to the solution 0.3 g. of 10% palladium carbon, the catalytic reduction was conducted at normal temperature and pressure until 154 ml. of hydrogen was absorbed. The catalyst was filtered off and after adding to the remaining ethanol solution 8 ml. of water, and 186 mg. of fumaric acid, th... Reactants: C(C)(C)(C)OC(NC1=C(C=C(C=C1)C1=C(C=CC=C1)F)N)=O ((3-amino-2′-fluoro-biphenyl-4-yl)-carbamic acid tert.-butyl ester), C(C)(C)(C)OC(CC(=O)C1=CC(=CC=C1)N1C(=NC(=C1)C)C)=O (3-[3-(2,4-dimethyl-imidazol-1-yl)-phenyl]-3-oxo-propionic acid tert.-butyl ester). The product is C(C)(C)(C)OC(NC1=C(C=C(C=C1)C1=C(C=CC=C1)F)NC(CC(=O)C1=CC(=CC=C1)N1C(=NC(=C1)C)C)=O)=O ((3-{3-[3-(2,4-Dimethyl-imidazol-1-yl)-phenyl]-3-oxo-propionylamino}-2′-fluoro-biphenyl-4-yl)-carbamic acid tert.-butyl ester). Isolated yield 68.9%. RXN SMILES: [C:1]([O:5][C:6](=[O:22])[NH:7][C:8]1[CH:13]=[CH:12][C:11]([C:14]2[CH:19]=[CH:18][CH:17]=[CH:16][C:15]=2[F:20])=[CH:10][C:9]=1[NH2:21])([CH3:4])([CH3:3])[CH3:2].C([O:27][C:28](=O)[CH2:29][C:30]([C:32]1[CH:37]=[CH:36][CH:35]=[C:34]([N:38]2[CH:42]=[C:41]([CH3:43])[N:40]=[C:39]2[CH3:44])[CH:33]=1)=[O:31])(C)(C)C>>[C:1]([O:5][C:6](=[O:22])[NH:7][C:8]1[CH:13]=[CH:12][C:11]([C:14]2[CH:19]=[CH:18][CH:17]=[CH:16][C:15]=2[F:20])=[CH:10][C:9]=1[NH:21][C:28](=[O:27])[CH2:29][C:30]([C:32]1[CH:37]=[CH:36][CH:35]=[C:34]([N:38]2[CH:42]=[C:41]([CH3:43])[N:40]=[C:39]2[CH3:44])[CH:33]=1)=[O:31])([CH3:4])([CH3:2])[CH3:3]. Procedure: Prepared from (3-amino-2′-fluoro-biphenyl-4-yl)-carbamic acid tert.-butyl ester (Example G37) (333 mg, 1.1 mmol) and 3-[3-(2,4-dimethyl-imidazol-1-yl)-phenyl]-3-oxo-propionic acid tert.-butyl ester (Example H9) (314 mg, 1.0 mmol) according to the general procedure K. Obtained as a light yellow solid (374 mg). The reactants are C(C)(=O)[O-].[Na+] (sodium acetate), ClC(C#N)(Cl)Cl (2,2,2-trichloroacetonitrile), C(#N)CC(=O)NC=1N(C(=NC1)C)C1=CC=CC=C1 (2-cyano-N-(2-methyl-3-phenyl-imidazol-4-yl)acetamide), C(C)(=O)[O-].[Na+] (sodium acetate), ClC(C#N)(Cl)Cl (2,2,2-trichloroacetonitrile). The solvent is C(C)O (Ethanol). Conditions: time 4 hour. Product: NC(=C(C(=O)NC1=CN=C(N1C1=CC=CC=C1)C)C#N)C(Cl)(Cl)Cl (3-amino-4,4,4-trichloro-2-cyano-N-(2-methyl-1-phenyl-1H-imidazol-5-yl)but-2-enamide). RXN SMILES: [C:1]([CH2:3][C:4]([NH:6][C:7]1[N:8]([C:13]2[CH:18]=[CH:17][CH:16]=[CH:15][CH:14]=2)[C:9]([CH3:12])=[N:10][CH:11]=1)=[O:5])#[N:2].C([O-])(=O)C.[Na+].[Cl:24][C:25]([Cl:29])([Cl:28])[C:26]#[N:27]>C(O)C>[NH2:27][C:26]([C:25]([Cl:29])([Cl:28])[Cl:24])=[C:3]([C:1]#[N:2])[C:4]([NH:6][C:7]1[N:8]([C:13]2[CH:14]=[CH:15][CH:16]=[CH:17][CH:18]=2)[C:9]([CH3:12])=[N:10][CH:11]=1)=[O:5] |f:1.2|. Procedure details: To a solution of 2-cyano-N-(2-methyl-3-phenyl-imidazol-4-yl)acetamide (100 mg, 0.4162 mmol) in Ethanol (1.5 mL) was sequentially added sodium acetate (68.28 mg, 0.8324 mmol), 2,2,2-trichloroacetonitrile (0.051 mL, 0.5016 mmol) and the reaction was stirred at room temperature for 4 h. A further 10 mg of sodium acetate and 10 uL 2,2,2-trichloroacetonitrile was sequentially added and the mixture was stirred for a further 2 h at RT. The reaction was concentrated in vacuo and the residue was partitio... Yields the product OCc1csc2cncn12. Reactants: [BH4-], CC(C)=O, CO, [Na+], CCOC(=O)c1csc2cncn12. As a reaction SMILES: [BH4-:14].[CH3:16][C:17](=[O:18])[CH3:19].[CH3:20][OH:21].[Na+:15].[s:1]1[c:2]2[n:3]([c:4]([C:6](=[O:7])[O:8][CH2:9][CH3:10])[cH:5]1)[cH:11][n:12][cH:13]2>>[s:1]1[c:2]2[n:3]([c:4]([CH2:6][OH:7])[cH:5]1)[cH:11][n:12][cH:13]2. The reactants are NC1C(N(C2=C(C(=N1)C1=CC=CC=C1)C=CC=C2)C)=O (3(R,S)-amino-1,3-dihydro-1-methyl-5-phenyl-2H-1,4-benzodiazepin-2-one), C1(=CC=CC2=CC=CC=C12)N=C=O (1-naphthylisocyanate). The solvent is O1CCCC1 (tetrahydrofuran). Run at time 8 hour. Yields the product CN1C(C(N=C(C2=C1C=CC=C2)C2=CC=CC=C2)NC(=O)NC2=CC=CC1=CC=CC=C21)=O (N-(2,3-Dihydro-1-methyl-2-oxo-5-phenyl-1H-1,4-benzodiazepin-3-yl)-N'-1-naphthalenyl-urea). As a reaction SMILES: [NH2:1][CH:2]1[N:8]=[C:7]([C:9]2[CH:14]=[CH:13][CH:12]=[CH:11][CH:10]=2)[C:6]2[CH:15]=[CH:16][CH:17]=[CH:18][C:5]=2[N:4]([CH3:19])[C:3]1=[O:20].[C:21]1([N:31]=[C:32]=[O:33])[C:30]2[C:25](=[CH:26][CH:27]=[CH:28][CH:29]=2)[CH:24]=[CH:23][CH:22]=1>O1CCCC1>[CH3:19][N:4]1[C:5]2[CH:18]=[CH:17][CH:16]=[CH:15][C:6]=2[C:7]([C:9]2[CH:14]=[CH:13][CH:12]=[CH:11][CH:10]=2)=[N:8][CH:2]([NH:1][C:32]([NH:31][C:21]2[C:30]3[C:25](=[CH:26][CH:27]=[CH:28][CH:29]=3)[CH:24]=[CH:23][CH:22]=2)=[O:33])[C:3]1=[O:20]. Reported procedure: Equimolar amounts of 3(R,S)-amino-1,3-dihydro-1-methyl-5-phenyl-2H-1,4-benzodiazepin-2-one and 1-naphthylisocyanate were mixed in 8 ml of dry tetrahydrofuran at room temperature. The reaction mixture was allowed to stand for 8 hours and was then filtered. The collected solids were washed with tetrahydrofuran and dried in vacuo over P2O5 to give the analytical product: m.p. 234°-235° C.